From a dataset of the Open Reaction Database (ORD), a public repository of structured organic reaction records. describe an organic reaction: reactants, conditions, products, and yield Starting materials: C(C1=CC=CC=C1)(=O)Cl (benzoyl chloride), C1(CC1)C(=O)C=CC1=CC(=C(C=C1)Cl)Cl (2-(3,4-dichlorophenyl)vinyl cyclopropyl ketone), C1(CC1)C(=O)C=CC1=CC(=C(C=C1)Cl)Cl (2-(3,4-dichlorophenyl)vinyl cyclopropyl ketone), C1(CC1)C(=O)C=CC1=CC=C(C=C1)OC(F)(F)F (2-(4-trifluoromethoxyphenyl)vinyl cyclopropyl ketone), C1(CC1)C(=O)C=CC1=CC(=C(C=C1)Cl)Cl (2-(3,4-dichlorophenyl)vinyl cyclopropyl ketone), C1(CC1)C(=O)C=CC1=CC(=C(C=C1)Cl)Cl (2-(3,4-dichlorophenyl)vinyl cyclopropyl ketone), C1(CC1)C(=O)C=CC1=CC(=C(C=C1)Cl)Cl (2-(3,4-dichlorophenyl)vinyl cyclopropyl ketone), C1(CC1)C(=O)C=CC1=CC=C(C=C1)OC(F)(F)F (2-(4-trifluoromethoxyphenyl)vinyl cyclopropyl ketone), A1, CC(=O)C1CC1 (cyclopropyl methyl ketone), ClC=1C=C(C=O)C=CC1Cl (3,4-dichlorobenzaldehyde), ClC1=C(C=O)C=CC(=C1)Cl (2,4-dichlorobenzaldehyde), BrC1=CC=C(C=O)C=C1 (4-bromobenzaldehyde), FC1=CC=C(C=O)C=C1 (4-fluorobenzaldehyde), OC1=CC=C(C=O)C=C1 (4-hydroxybenzaldehyde), FC(OC1=CC=C(C=O)C=C1)(F)F (4-trifluoromethoxybenzaldehyde), FC(C1=CC=C(C=O)C=C1)(F)F (4-trifluoromethylbenzaldehyde), C1(CC1)C(=O)C=CC1=CC=C(C=C1)O (2-(4-Hydroxyphenyl)vinyl cyclopropyl ketone). Yields the product C1(CC1)C(=O)C=CC1=CC=C(C=C1)OC(C1=CC=CC=C1)=O (2-(4-benzoyloxyphenyl)vinyl cyclopropyl ketone). RXN SMILES: [CH3:1][C:2]([CH:4]1[CH2:6][CH2:5]1)=[O:3].Cl[C:8]1[CH:9]=[C:10]([CH:13]=[CH:14][C:15]=1Cl)[CH:11]=[O:12].Cl[C:18]1[CH:25]=[C:24](Cl)[CH:23]=[CH:22][C:19]=1[CH:20]=O.BrC1C=CC(C=[O:33])=CC=1.FC1C=CC(C=O)=CC=1.OC1C=CC(C=O)=CC=1.FC(F)(F)OC1C=CC(C=O)=CC=1.FC(F)(F)C1C=CC(C=O)=CC=1.C1(C(C=CC2C=CC(Cl)=C(Cl)C=2)=O)CC1.C1(C(C=CC2C=CC(OC(F)(F)F)=CC=2)=O)CC1.C1(C(C=CC2C=CC(O)=CC=2)=O)CC1.C(Cl)(=O)C1C=CC=CC=1>>[CH:4]1([C:2]([CH:1]=[CH:20][C:19]2[CH:22]=[CH:23][C:24]([O:12][C:11](=[O:33])[C:10]3[CH:13]=[CH:14][CH:15]=[CH:8][CH:9]=3)=[CH:25][CH:18]=2)=[O:3])[CH2:6][CH2:5]1. Procedure details: By following the procedure of Preparation A1 above, cyclopropyl methyl ketone can be caused to react with 3,4-dichlorobenzaldehyde, 2,4-dichlorobenzaldehyde, 4-bromobenzaldehyde, 4-fluorobenzaldehyde, 4-hydroxybenzaldehyde, 4-trifluoromethoxybenzaldehyde or 4-trifluoromethylbenzaldehyde to give, respectively, 2-(3,4-dichlorophenyl)vinyl cyclopropyl ketone [III; Ar is 3,4-Cl2C6H3, R is H], 2-(2,4-dichlorophenyl)vinyl cyclopropyl ketone [III; Ar is 2,4-Cl2C6H3, R is H], 2-(4-bromophenyl)vinyl cycl...